Dataset: the Open Reaction Database (ORD), a public repository of structured organic reaction records. Task: describe an organic reaction: reactants, conditions, products, and yield The reactants are N[C@H]1[C@@H](CN(CC1)C=1C(=C(C=C(C1)C#N)NC1=NN2C(C(=N1)N(CC1=CC=C(C=C1)OC)CC)=NC=C2C#N)Cl)O ((+/−)-2-((3-((3R,4R)-4-amino-3-hydroxypiperidin-1-yl)-2-chloro-5-cyanophenyl)amino)-4-(ethyl(4-methoxybenzyl)amino)imidazo[2,1-f][1,2,4]triazine-7-carbonitrile), C1(=CC=CC=C1)OC (anisole), C(=O)(C(F)(F)F)O (TFA). The solvent is ClCCCl (DCE). Conditions: temperature 25 celsius, time 1 hour. Product: N[C@H]1[C@@H](CN(CC1)C=1C(=C(C=C(C1)C#N)NC1=NN2C(C(=N1)NCC)=NC=C2C#N)Cl)O (rac-2-((3-((3R,4R)-4-amino-3-hydroxypiperidin-1-yl)-2-chloro-5-cyanophenyl)amino)-4-(ethylamino)imidazo[2,1-f][1,2,4]triazine-7-carbonitrile). The yield is 62.6%. Reaction SMILES: [NH2:1][C@@H:2]1[CH2:7][CH2:6][N:5]([C:8]2[C:9]([Cl:40])=[C:10]([NH:16][C:17]3[N:22]=[C:21]([N:23](CC)[CH2:24][C:25]4C=CC(OC)=CC=4)[C:20]4=[N:35][CH:36]=[C:37]([C:38]#[N:39])[N:19]4[N:18]=3)[CH:11]=[C:12]([C:14]#[N:15])[CH:13]=2)[CH2:4][C@H:3]1[OH:41].C1(OC)C=CC=CC=1.C(O)(C(F)(F)F)=O>ClCCCl>[NH2:1][C@@H:2]1[CH2:7][CH2:6][N:5]([C:8]2[C:9]([Cl:40])=[C:10]([NH:16][C:17]3[N:22]=[C:21]([NH:23][CH2:24][CH3:25])[C:20]4=[N:35][CH:36]=[C:37]([C:38]#[N:39])[N:19]4[N:18]=3)[CH:11]=[C:12]([C:14]#[N:15])[CH:13]=2)[CH2:4][C@H:3]1[OH:41]. Procedure details: (+/−)-2-((3-((3R,4R)-4-amino-3-hydroxypiperidin-1-yl)-2-chloro-5-cyanophenyl)amino)-4-(ethyl(4-methoxybenzyl)amino)imidazo[2,1-f][1,2,4]triazine-7-carbonitrile (390 mg, 0.681 mmol) was mixed with anisole (0.372 mL, 3.40 mmol) and DCE (3 mL). TFA (1.049 mL, 13.61 mmol) was added and the mixture was stirred at 25° C. for 1 hr. The mixture was concentrated to dryness under high-vac. 30 ml 2N NH3/MeOH was added and stirred for 30 min. The white precipitate was collected by filtration and washed with...